This data is from the Open Reaction Database (ORD), a public repository of structured organic reaction records. The task is: describe an organic reaction: reactants, conditions, products, and yield Reactants: C(C)OC(C(C(=O)OCC)CC1=C(C=CC=C1)Br)=O (diethyl(2-bromobenzyl)propan-1,3-dioate), C#CCCCCCCCCCCC (1-tridecyne). Product: C(#CCCCCCCCCCCC)C1=C(C=CC=C1)CC(C(=O)OCC)C(=O)OCC (Diethyl 2-[2-(1-tridecynyl)phenyl]methylpropan-1,3-dioate). Yield: 30.3%. RXN SMILES: [CH2:1]([O:3][C:4](=[O:19])[CH:5]([CH2:11][C:12]1[CH:17]=[CH:16][CH:15]=[CH:14][C:13]=1Br)[C:6]([O:8][CH2:9][CH3:10])=[O:7])[CH3:2].[CH:20]#[C:21][CH2:22][CH2:23][CH2:24][CH2:25][CH2:26][CH2:27][CH2:28][CH2:29][CH2:30][CH2:31][CH3:32]>>[C:20]([C:13]1[CH:14]=[CH:15][CH:16]=[CH:17][C:12]=1[CH2:11][CH:5]([C:6]([O:8][CH2:9][CH3:10])=[O:7])[C:4]([O:3][CH2:1][CH3:2])=[O:19])#[C:21][CH2:22][CH2:23][CH2:24][CH2:25][CH2:26][CH2:27][CH2:28][CH2:29][CH2:30][CH2:31][CH3:32]. Reported procedure: Reaction of diethyl(2-bromobenzyl)propan-1,3-dioate (11.87 g, 30 mmol) with 1-tridecyne (11.10 g, 45 mmol) as described in example 3 gave 3.89 g (29%) of the title compound as a pale yellow oil after chromatography. It had νmax (film) 1735, 1755, 2840, 2920 cm-1 ; δ(CDCl3) 0.87 (3H, distorted t, terminal CH3), 1.08 (6H, t, J 7 Hz, ester CH3), 1.28 (18H, m, alkylene chain), 2.42 (2H, t, J 6 Hz, C≡C--CH2), 3.31 (2H, d, J 7.5 Hz, ArCH2), 3.90 (1H, t, J 7.5 Hz, methine H), 4.12 (4H, q, J 7.5 Hz, est... The reactants are Cc1ncccc1CCl, ClC(Cl)Cl, O=C(OO)c1cccc(Cl)c1. The product is Cc1c(CCl)ccc[n+]1[O-]. As a reaction SMILES: [Cl:1][CH2:2][c:3]1[c:4]([CH3:9])[n:5][cH:6][cH:7][cH:8]1.[Cl:21][CH:22]([Cl:23])[Cl:24].[OH:10][O:11][C:12]([c:13]1[cH:14][c:15]([Cl:16])[cH:17][cH:18][cH:19]1)=[O:20]>>[Cl:1][CH2:2][c:3]1[c:4]([CH3:9])[n+:5]([O-:10])[cH:6][cH:7][cH:8]1. Starting materials: ON=C(CC)C1=CC=C(OCC(=O)OCC)C=C1 (Ethyl 2-(4-(1-(hydroxyimino)propyl)phenoxy)acetate), C([O-])([O-])=O.[Cs+].[Cs+] (cesium carbonate), FC(C1=CC=C(CBr)C=C1)(F)F (4-(trifluoromethyl)benzyl bromide). The solvent is CN(C)C=O (DMF). Reaction conditions: time 3 hour. Product: FC(C1=CC=C(CON=C(CC)C2=CC=C(OCC(=O)OCC)C=C2)C=C1)(F)F (Ethyl 2-(4-(1-(((4-(trifluoromethyl)benzyl)oxy)imino)propyl)phenoxy)acetate). Yield: 94.6%. RXN SMILES: [OH:1][N:2]=[C:3]([C:6]1[CH:18]=[CH:17][C:9]([O:10][CH2:11][C:12]([O:14][CH2:15][CH3:16])=[O:13])=[CH:8][CH:7]=1)[CH2:4][CH3:5].C(=O)([O-])[O-].[Cs+].[Cs+].[F:25][C:26]([F:36])([F:35])[C:27]1[CH:34]=[CH:33][C:30]([CH2:31]Br)=[CH:29][CH:28]=1>CN(C=O)C>[F:25][C:26]([F:35])([F:36])[C:27]1[CH:34]=[CH:33][C:30]([CH2:31][O:1][N:2]=[C:3]([C:6]2[CH:18]=[CH:17][C:9]([O:10][CH2:11][C:12]([O:14][CH2:15][CH3:16])=[O:13])=[CH:8][CH:7]=2)[CH2:4][CH3:5])=[CH:29][CH:28]=1 |f:1.2.3|. Reported procedure: To a solution of the product of step 2 (18 g, 0.0723 moles) in DMF (54 mL), cesium carbonate (47 gm, 0.1446 moles) and 4-(trifluoromethyl)benzyl bromide (19 gm, 0.0795 moles) were added and the reaction mixture was srirred at 25° C. for 3 hours. The reaction mixture was poured into ice cold water and extracted with ethyl acetate. The combined ethyl acetate extract was washed with water & brine, dried over sodium sulphate and evapourated under reduced pressure to yield 28 gm (95%) of product as t... Reactants: N[C@@H](CC(=O)N1[C@@H](C(NCC1)=O)COC(C)(C)C)CC1=C(C=C(C(=C1)F)F)F ((R)-4-[(R)-3-amino-4-(2,4,5-trifluorophenyl) butanoyl]-3-(t-butoxymethyl)piperazin-2-one), P(O)(O)(O)=O (phosphoric acid). The solvent is CC(C)O (2-propanol), CC(C)O (2-propanol). Reaction conditions: time 30 minute. Product: P(=O)(O)(O)O.N[C@@H](CC(=O)N1[C@@H](C(NCC1)=O)COC(C)(C)C)CC1=C(C=C(C(=C1)F)F)F ((R)-4-[(R)-3-amino-4-(2,4,5-trifluorophenyl)butanoyl]-3-(t-butoxymethyl)piperazin-2-one phosphate). As a reaction SMILES: [NH2:1][C@H:2]([CH2:19][C:20]1[CH:25]=[C:24]([F:26])[C:23]([F:27])=[CH:22][C:21]=1[F:28])[CH2:3][C:4]([N:6]1[CH2:11][CH2:10][NH:9][C:8](=[O:12])[C@H:7]1[CH2:13][O:14][C:15]([CH3:18])([CH3:17])[CH3:16])=[O:5].[P:29](=[O:33])([OH:32])([OH:31])[OH:30]>CC(O)C>[P:29]([OH:33])([OH:32])([OH:31])=[O:30].[NH2:1][C@H:2]([CH2:19][C:20]1[CH:25]=[C:24]([F:26])[C:23]([F:27])=[CH:22][C:21]=1[F:28])[CH2:3][C:4]([N:6]1[CH2:11][CH2:10][NH:9][C:8](=[O:12])[C@H:7]1[CH2:13][O:14][C:15]([CH3:16])([CH3:17])[CH3:18])=[O:5] |f:3.4|. Procedure details: 501 mg of the compound obtained in Example 11 was dissolved in 3 mL of 2-propanol, to which 84 μl of a 85% phosphoric acid aqueous solution was then slowly added followed by stirring for 30 min. 3 mL of 2-propanol was added thereto, and the resulting mixture was stirred for 10 min and filtered to afford 100 mg of the title compound as a solid. Reactants: [BH3-]C#N, CN=Cc1ccc(C=CC(=O)N2CCc3c([nH]c4ccccc34)C2c2ccc3c(c2)OCO3)cc1, CC(=O)O, CO, [Na+]. Yields the product CNCc1ccc(C=CC(=O)N2CCc3c([nH]c4ccccc34)C2c2ccc3c(c2)OCO3)cc1. As a reaction SMILES: [C:36]([BH3-:37])#[N:38].[CH2:1]1[O:2][c:3]2[cH:4][c:5]([CH:10]3[N:11]([C:23]([CH:24]=[CH:25][c:26]4[cH:27][cH:28][c:29]([CH:32]=[N:33][CH3:34])[cH:30][cH:31]4)=[O:35])[CH2:12][CH2:13][c:14]4[c:15]5[cH:16][cH:17][cH:18][cH:19][c:20]5[nH:21][c:22]43)[cH:6][cH:7][c:8]2[O:9]1.[CH3:40][C:41](=[O:42])[OH:43].[CH3:44][OH:45].[Na+:39]>>[CH2:1]1[O:2][c:3]2[cH:4][c:5]([CH:10]3[N:11]([C:23]([CH:24]=[CH:25][c:26]4[cH:27][cH:28][c:29]([CH2:32][NH:33][CH3:34])[cH:30][cH:31]4)=[O:35])[CH2:12][CH2:13][c:14]4[c:15]5[cH:16][cH:17][cH:18][cH:19][c:20]5[nH:21][c:22]43)[cH:6][cH:7][c:8]2[O:9]1. Reactants: [Na].S(=O)(=O)(O)C1=C(C=O)C=CC=C1 (2-sulfobenzaldehyde sodium salt), [Na] (sodium). Yields the product S(=O)(=O)(O)C1=C(C=O)C=CC=C1 (2-sulfobenzaldehyde). RXN SMILES: [Na].[S:2]([C:6]1[CH:13]=[CH:12][CH:11]=[CH:10][C:7]=1[CH:8]=[O:9])([OH:5])(=[O:4])=[O:3].[Na]>>[S:2]([C:6]1[CH:13]=[CH:12][CH:11]=[CH:10][C:7]=1[CH:8]=[O:9])([OH:5])(=[O:4])=[O:3] |f:0.1,^1:0,13|. Reported procedure: First, 2-sulfobenzaldehyde sodium salt (manufactured by Tokyo Chemical Industry Co., Ltd.) was subjected to ion exchange by use of ion exchange resin (15JWET [trademark], manufactured by Organo Corporation), so that sodium ions were removed to obtain 2-sulfobenzaldehyde. Independently, 50.0 g of 15 wt % PA100 aqueous solution was placed in a three-necked round flask, and then stirred. After the temperature of the solution was adjusted at 24° C., 1.2241 g of the obtained 2-sulfobenzaldehyde was a... Reactants: O.Cl.C(C1=CC=CC=C1)(=O)N1CC(OCC1)(CCN1CCC(CC1)(C1=CC=CC=C1)NC(=O)N(C)C)C1=CC(=C(C=C1)F)F.C(C1=CC=CC=C1)(=O)N1CC(OCC1)(C1=CC(=C(C=C1)F)F)CCN1CCC(CC1)(NC(=O)N(C)C)C1=CC=CC=C1.Cl (4-Benzoyl-2-(3,4-difluorophenyl)-2-[2-[4-(N',N'-dimethylureido)-4-phenylpiperid-1-yl]ethyl]morpholine hydrochloride hemihydrate), C1(=CC=C(C=C1)S(=O)(=O)O)C.NC=1OC(=NN1)C1(CCNCC1)C1=CC=CC=C1 (4-(2-amino-1,3,4-oxadiazol-5-yl)-4-phenylpiperidine p-toluenesulfonate), C(=O)([O-])[O-].[K+].[K+] (K2CO3). Solvent: CN(C)C=O (DMF). Product: Cl.Cl.NC=1OC(=NN1)C1(CCN(CC1)CCC1(CN(CCO1)C(C1=CC=CC=C1)=O)C1=CC(=C(C=C1)F)F)C1=CC=CC=C1 (2-[2-[4-(2-Amino-1,3,4-oxadiazol-5-yl)-4-phenylpiperid-1-yl]ethyl]-4-benzoyl-2-(3,4-difluorophenyl)morpholine dihydrochloride). Yield: 192.4%. RXN SMILES: O.[ClH:2].[C:3]([N:11]1[CH2:16][CH2:15][O:14][C:13]([C:37]2[CH:42]=[CH:41][C:40]([F:43])=[C:39]([F:44])[CH:38]=2)([CH2:17][CH2:18]N2CCC(NC(N(C)C)=O)(C3C=CC=CC=3)CC2)[CH2:12]1)(=[O:10])[C:4]1[CH:9]=[CH:8][CH:7]=[CH:6][CH:5]=1.C(N1CCOC(CCN2CCC(C3C=CC=CC=3)(NC(N(C)C)=O)CC2)(C2C=CC(F)=C(F)C=2)C1)(=O)C1C=CC=CC=1.Cl.C1(C)C=CC(S(O)(=O)=O)=CC=1.[NH2:99][C:100]1[O:101][C:102]([C:105]2([C:111]3[CH:116]=[CH:115][CH:114]=[CH:113][CH:112]=3)[CH2:110][CH2:109][NH:108][CH2:107][CH2:106]2)=[N:103][N:104]=1.C([O-])([O-])=O.[K+].[K+]>CN(C=O)C>[ClH:2].[ClH:2].[NH2:99][C:100]1[O:101][C:102]([C:105]2([C:111]3[CH:116]=[CH:115][CH:114]=[CH:113][CH:112]=3)[CH2:106][CH2:107][N:108]([CH2:18][CH2:17][C:13]3([C:37]4[CH:42]=[CH:41][C:40]([F:43])=[C:39]([F:44])[CH:38]=4)[O:14][CH2:15][CH2:16][N:11]([C:3](=[O:10])[C:4]4[CH:5]=[CH:6][CH:7]=[CH:8][CH:9]=4)[CH2:12]3)[CH2:109][CH2:110]2)=[N:103][N:104]=1 |f:0.1.2.3.4,5.6,7.8.9,11.12.13|. Reported procedure: This compound is prepared by the procedure described in EXAMPLE 45 from 1.2 g of the compound obtained in step C of EXAMPLE 37, 1.4 g of 4-(2-amino-1,3,4-oxadiazol-5-yl)-4-phenylpiperidine p-toluenesulfonate, 1.2 g of K2CO3 and 3 ml of DMF to give 0.6 g of the expected product. M.p.=153° C.